From a dataset of the Open Reaction Database (ORD), a public repository of structured organic reaction records. describe an organic reaction: reactants, conditions, products, and yield The reactants are Cc1cc(C(=O)NC(CCNC(=O)OCc2ccccc2)c2nc3cc(Cl)ccc3[nH]2)ccc1C(=O)N1CCCC1, CCO, ClCCl, Cl, ClCCl, C[Si](C)(C)I. Yields the product Cc1cc(C(=O)NC(CCN)c2nc3cc(Cl)ccc3[nH]2)ccc1C(=O)N1CCCC1. Reaction SMILES: [CH2:1]([O:2][C:3](=[O:4])[NH:11][CH2:12][CH2:13][CH:14]([c:15]1[n:16][c:17]2[c:18]([nH:19]1)[cH:20][cH:21][c:22]([Cl:24])[cH:23]2)[NH:25][C:26]([c:27]1[cH:28][c:29]([CH3:40])[c:30]([C:33](=[O:34])[N:35]2[CH2:36][CH2:37][CH2:38][CH2:39]2)[cH:31][cH:32]1)=[O:41])[c:5]1[cH:6][cH:7][cH:8][cH:9][cH:10]1.[CH2:47]([OH:48])[CH3:49].[Cl:50][CH2:51][Cl:52].[Cl:53].[Cl:54][CH2:55][Cl:56].[I:42][Si:43]([CH3:44])([CH3:45])[CH3:46]>>[NH2:11][CH2:12][CH2:13][CH:14]([c:15]1[n:16][c:17]2[c:18]([nH:19]1)[cH:20][cH:21][c:22]([Cl:24])[cH:23]2)[NH:25][C:26]([c:27]1[cH:28][c:29]([CH3:40])[c:30]([C:33](=[O:34])[N:35]2[CH2:36][CH2:37][CH2:38][CH2:39]2)[cH:31][cH:32]1)=[O:41].